This data is from the Open Reaction Database (ORD), a public repository of structured organic reaction records. The task is: describe an organic reaction: reactants, conditions, products, and yield The reactants are C(C(C)C)(=O)O (Isobutyric acid), C1(=CC=CC=C1)[C@H](C)NC1=C(CCCC1)C(=O)OCC ((S)-Ethyl 2-(1-phenylethylamino)cyclohex-1-enecarboxylate), [BH4-].[Na+] (Sodium borohydride). Solvent: C1(=CC=CC=C1)C (toluene). Conditions: temperature 3.5 celsius. Yields the product C1(=CC=CC=C1)[C@H](C)N[C@@H]1[C@@H](CCCC1)C(=O)OCC ((1R,2S)-Ethyl 2-((S)-1-phenylethylamino)cyclohexanecarboxylate). The yield is 108.2%. As a reaction SMILES: C(O)(=O)C(C)C.[BH4-].[Na+].[C:9]1([C@@H:15]([NH:17][C:18]2[CH2:23][CH2:22][CH2:21][CH2:20][C:19]=2[C:24]([O:26][CH2:27][CH3:28])=[O:25])[CH3:16])[CH:14]=[CH:13][CH:12]=[CH:11][CH:10]=1>C1(C)C=CC=CC=1>[C:9]1([C@@H:15]([NH:17][C@H:18]2[CH2:23][CH2:22][CH2:21][CH2:20][C@H:19]2[C:24]([O:26][CH2:27][CH3:28])=[O:25])[CH3:16])[CH:10]=[CH:11][CH:12]=[CH:13][CH:14]=1 |f:1.2|. Procedure details: Isobutyric acid (1.86 L, 1.762 Kg, 20.0 mol, 20.0 equiv.) was added to a 4 L reactor under nitrogen and cooled to 2-5° C. temperature. Sodium borohydride (113.49 g, 3.0 mol, 3.0 mole equiv.) is added with agitation between 0-10° C. in NLT 2 h. The mixture warmed to 18° C. temperature and mixed for an additional NLT 15 min. The solution was cooled to −5° C. to −8° C. then the toluene solution containing the (S)-ethyl 2-(1-phenylethylamino)cyclohex-1-enecarboxylate (8, 273.37 g, 1.0 mol, 1.0 equiv... The reactants are C1(=CC=CC=C1)CCC(=O)O (3-phenyl propionic acid), C1=CN(C=N1)C(=O)N2C=CN=C2 (CDI), CN(C)C=O (DMF), COC1=CC=C(C=C1)N1CCC(CC1)N (1-(4-methoxy-phenyl)-piperidin-4-ylamine). Solvent: O (H2O). Conditions: time 1 hour. The product is COC1=CC=C(C=C1)N1CCC(CC1)NC(CCC1=CC=CC=C1)=O (N-[1-(4-methoxy-phenyl)-piperidin-4-yl]-3-phenyl-propionamide). Yield: 76.1%. Reaction SMILES: [C:1]1([CH2:7][CH2:8][C:9]([OH:11])=O)[CH:6]=[CH:5][CH:4]=[CH:3][CH:2]=1.C1N=CN(C(N2C=NC=C2)=O)C=1.CN(C=O)C.[CH3:29][O:30][C:31]1[CH:36]=[CH:35][C:34]([N:37]2[CH2:42][CH2:41][CH:40]([NH2:43])[CH2:39][CH2:38]2)=[CH:33][CH:32]=1>O>[CH3:29][O:30][C:31]1[CH:32]=[CH:33][C:34]([N:37]2[CH2:42][CH2:41][CH:40]([NH:43][C:9](=[O:11])[CH2:8][CH2:7][C:1]3[CH:2]=[CH:3][CH:4]=[CH:5][CH:6]=3)[CH2:39][CH2:38]2)=[CH:35][CH:36]=1. Reported procedure: A mixture of 3-phenyl propionic acid (360 mg, 2.4 mmol), CDI (410 mg, 2.5 mmol) and DMF (20 ml) was stirred at 50° for 1 h. After cooling to 0°, 1-(4-methoxy-phenyl)-piperidin-4-ylamine (500 mg, 2.4 mmol) was added and stirring continued for 1 h. After the addition of H2O (60 ml) the white precipitate was collected to give N-[1-(4-methoxy-phenyl)-piperidin-4-yl]-3-phenyl-propionamide (618 mg, 76%, MS: m/e=339.3 (M+H+)). Starting materials: CN1C=C(C2=CC=CC=C12)C1=NOC(=N1)C=1N=CN(C1C)C(C1=CC=CC=C1)(C1=CC=CC=C1)C1=CC=CC=C1 (3-(1-Methyl-1H-indol-3-yl)-5-(5-methyl-1-triphenylmethyl-1H-imidazol-4-yl)-1,2,4-oxadiazole), Cl (hydrogen chloride). Conditions: time 30 minute. Product: Cl.CC1=C(N=CN1)C1=NC(=NO1)C1=CN(C2=CC=CC=C12)C (5-(5-Methyl-1H-imidazol-4-yl)-3-(1-methyl-1H-indol-3-yl)-1,2,4-oxadiazolehydrochloride). RXN SMILES: [CH3:1][N:2]1[C:10]2[C:5](=[CH:6][CH:7]=[CH:8][CH:9]=2)[C:4]([C:11]2[N:15]=[C:14]([C:16]3[N:17]=[CH:18][N:19](C(C4C=CC=CC=4)(C4C=CC=CC=4)C4C=CC=CC=4)[C:20]=3[CH3:21])[O:13][N:12]=2)=[CH:3]1.[ClH:41]>>[ClH:41].[CH3:21][C:20]1[NH:19][CH:18]=[N:17][C:16]=1[C:14]1[O:13][N:12]=[C:11]([C:4]2[C:5]3[C:10](=[CH:9][CH:8]=[CH:7][CH:6]=3)[N:2]([CH3:1])[CH:3]=2)[N:15]=1 |f:2.3|. Procedure details: 3-(1-Methyl-1H-indol-3-yl)-5-(5-methyl-1-triphenylmethyl-1H-imidazol-4-yl)-1,2,4-oxadiazole (1.1 g) was suspended in methanolic hydrogen chloride. The mixture was stirred for 30 minutes and was refrigerated for 6 h. The title compound was filtered yielding (0.5 g) as a white powder, m.p. 260°-262° C. Found: C, 57,02; H, 4.58; N, 22.07; C15H13N5O.HCl requires C, 57.06; H, 4.47; N, 22.19%; δH (360 MHz, DMSO-d6) 2.70 (3H, s, CH3), 3.92 (3H, s, N-CH3), 7.27 (1H, t, J=6.2 Hz, CH), 7.32 (1H, t, J=6.1 ... Reactants: CC1=CC=C(C=C1)CN(C(CC1=CC=C(C=C1)OC)=O)C1CCN(CC1)C(=O)OC(C)(C)C (N-((4-methylphenyl)methyl)-N-(1-(tert-butyloxycarbonyl)piperidin-4-yl)-4-methoxyphenylacetamide), C(C)(=O)OC(C)=O (acetic anhydride), CC1=CC=C(C=O)C=C1 (4-Methylbenzaldehyde), [BH4-] (borohydride). Run in C(C)O (ethanol). Reaction conditions: time 48 hour. Product: CC1=CC=C(C=C1)CN(C(CC1=CC=C(C=C1)OC)=O)C1CCN(CC1)CC1=CC=C(C=C1)C (N-((4-Methylphenyl)methyl)-N-(1-((4-methylphenyl)methyl)piperidin-4-yl)-4-methoxyphenylacetamide). Reaction SMILES: [CH3:1][C:2]1[CH:7]=[CH:6][C:5]([CH2:8][N:9]([CH:21]2[CH2:26][CH2:25][N:24]([C:27](OC(C)(C)C)=O)[CH2:23][CH2:22]2)[C:10](=[O:20])[CH2:11][C:12]2[CH:17]=[CH:16][C:15]([O:18][CH3:19])=[CH:14][CH:13]=2)=[CH:4][CH:3]=1.[CH3:34][C:35]1[CH:42]=[CH:41][C:38](C=O)=[CH:37][CH:36]=1.[BH4-].C(OC(=O)C)(=O)C>C(O)C>[CH3:1][C:2]1[CH:7]=[CH:6][C:5]([CH2:8][N:9]([CH:21]2[CH2:26][CH2:25][N:24]([CH2:27][C:38]3[CH:41]=[CH:42][C:35]([CH3:34])=[CH:36][CH:37]=3)[CH2:23][CH2:22]2)[C:10](=[O:20])[CH2:11][C:12]2[CH:13]=[CH:14][C:15]([O:18][CH3:19])=[CH:16][CH:17]=2)=[CH:4][CH:3]=1. Reported procedure: The product from example 13 above (20 mg, 0.06 mmol) was dissolved in abs. ethanol (2 ml). 4-Methylbenzaldehyde (0.134 ml, 1.1 mmol) was added followed by solid-supported borohydride (150 mg, 2.5 mmol/g resin; Aldrich 32,864-2). The mixture was shaken at room temperature. After 48 h, the resin was filtered off and acetic anhydride (0.02 ml, 0.2 mmol) was added to the organic solution. After 24 h, the mixture was concentrated and redissolved in methanol (2 ml). The solution was added on to a colu... Reactants: CO, COC(=O)c1ccc2occ(C)c2c1, [Na+], [OH-], O. The product is Cc1coc2ccc(C(=O)O)cc12. As a reaction SMILES: [CH3:17][OH:18].[CH3:1][c:2]1[cH:3][o:4][c:5]2[c:6]1[cH:7][c:8]([C:11](=[O:12])[O:13][CH3:14])[cH:9][cH:10]2.[Na+:16].[OH-:15].[OH2:19]>>[CH3:1][c:2]1[cH:3][o:4][c:5]2[c:6]1[cH:7][c:8]([C:11](=[O:12])[OH:13])[cH:9][cH:10]2.